From a dataset of the Open Reaction Database (ORD), a public repository of structured organic reaction records. describe an organic reaction: reactants, conditions, products, and yield Starting materials: CC(=O)Nc1nc(N(C(C)=O)C(C)=O)c(CC=O)c(=O)[nH]1, [BH3-]C#N, CC(=O)O, COC(=O)CCC(NC(=O)c1ccc(N)cc1)C(=O)OC, [Na+]. Yields the product COC(=O)CCC(NC(=O)c1ccc(NCCc2c(N(C(C)=O)C(C)=O)nc(NC(C)=O)[nH]c2=O)cc1)C(=O)OC. RXN SMILES: [C:1]([CH3:2])(=[O:3])[NH:4][c:5]1[nH:6][c:7](=[O:21])[c:8]([CH2:18][CH:19]=[O:20])[c:9]([N:11]([C:12]([CH3:13])=[O:14])[C:15]([CH3:16])=[O:17])[n:10]1.[C:43]([BH3-:44])#[N:45].[CH3:47][C:48](=[O:49])[OH:50].[NH2:22][c:23]1[cH:24][cH:25][c:26]([C:27](=[O:28])[NH:29][CH:30]([CH2:31][CH2:32][C:33](=[O:34])[O:35][CH3:36])[C:37](=[O:38])[O:39][CH3:40])[cH:41][cH:42]1.[Na+:46]>>[C:1]([CH3:2])(=[O:3])[NH:4][c:5]1[nH:6][c:7](=[O:21])[c:8]([CH2:18][CH2:19][NH:22][c:23]2[cH:24][cH:25][c:26]([C:27](=[O:28])[NH:29][CH:30]([CH2:31][CH2:32][C:33](=[O:34])[O:35][CH3:36])[C:37](=[O:38])[O:39][CH3:40])[cH:41][cH:42]2)[c:9]([N:11]([C:12]([CH3:13])=[O:14])[C:15]([CH3:16])=[O:17])[n:10]1. Starting materials: CS(C)=O, NCc1ccc(Cl)c(Cl)c1, Cc1cc(Cl)c2cccc(O)c2n1, O. Product: Cc1cc(NCc2ccc(Cl)c(Cl)c2)c2cccc(O)c2n1. RXN SMILES: [CH3:25][S:26]([CH3:27])=[O:28].[Cl:14][c:15]1[cH:16][c:17]([CH2:18][NH2:19])[cH:20][cH:21][c:22]1[Cl:23].[Cl:1][c:2]1[cH:3][c:4]([CH3:13])[n:5][c:6]2[c:7]([OH:12])[cH:8][cH:9][cH:10][c:11]12.[OH2:24]>>[c:2]1([NH:19][CH2:18][c:17]2[cH:16][c:15]([Cl:14])[c:22]([Cl:23])[cH:21][cH:20]2)[cH:3][c:4]([CH3:13])[n:5][c:6]2[c:7]([OH:12])[cH:8][cH:9][cH:10][c:11]12. Starting materials: Cc1c(S)[nH]c(=O)n(Cc2ccccc2)c1=O, CN(C)C=O, BrCc1cccc(-c2ccccc2)c1. Yields the product Cc1c(SCc2cccc(-c3ccccc3)c2)[nH]c(=O)n(Cc2ccccc2)c1=O. As a reaction SMILES: [CH2:1]([c:2]1[cH:3][cH:4][cH:5][cH:6][cH:7]1)[n:8]1[c:9](=[O:17])[nH:10][c:11]([SH:16])[c:12]([CH3:15])[c:13]1=[O:14].[CH3:32][N:33]([CH3:34])[CH:35]=[O:36].[c:18]1(-[c:24]2[cH:25][c:26]([CH2:27][Br:28])[cH:29][cH:30][cH:31]2)[cH:19][cH:20][cH:21][cH:22][cH:23]1>>[CH2:1]([c:2]1[cH:3][cH:4][cH:5][cH:6][cH:7]1)[n:8]1[c:9](=[O:17])[nH:10][c:11]([S:16][CH2:27][c:26]2[cH:25][c:24](-[c:18]3[cH:19][cH:20][cH:21][cH:22][cH:23]3)[cH:31][cH:30][cH:29]2)[c:12]([CH3:15])[c:13]1=[O:14]. The reactants are OC=1N=C(C2=C(N1)OC1=NC(=NC(=C1C2C2=CC=C(C=C2)[N+](=O)[O-])OC)O)OC (2,8-dihydroxy4,6-dimethoxy-5-(p-nitrophenyl)-5H-pyrano[2,3-d:6,5-d′]dipyrimidine), C(C)(=O)O (acetic acid), C(C)(=O)OC(C)=O (acetic anhydride). Reagents/catalysts: S(O)(O)(=O)=O (sulfuric acid). Run in O (water). Run at time 9 hour. Product: OC=1N=C(C2=C(N1)OC1=NC(=NC(=C1C2C2=CC=C(C=C2)[N+](=O)[O-])O)O)O (2,4,6,8-Tetrahydroxy-5-(p-nitrophenyl)-5H-pyrano[2,3-d:6,5-d′]dipyrimidine). Yield: 25.0%. As a reaction SMILES: [OH:1][C:2]1[N:3]=[C:4]([O:28]C)[C:5]2[CH:15]([C:16]3[CH:21]=[CH:20][C:19]([N+:22]([O-:24])=[O:23])=[CH:18][CH:17]=3)[C:14]3[C:9](=[N:10][C:11]([OH:27])=[N:12][C:13]=3[O:25]C)[O:8][C:6]=2[N:7]=1.C(O)(=O)C.C(OC(=O)C)(=O)C>S(=O)(=O)(O)O.O>[OH:1][C:2]1[N:3]=[C:4]([OH:28])[C:5]2[CH:15]([C:16]3[CH:21]=[CH:20][C:19]([N+:22]([O-:24])=[O:23])=[CH:18][CH:17]=3)[C:14]3[C:9](=[N:10][C:11]([OH:27])=[N:12][C:13]=3[OH:25])[O:8][C:6]=2[N:7]=1. Reported procedure: To a mixture of 3.4 mmol of 2,8-dihydroxy4,6-dimethoxy-5-(p-nitrophenyl)-5H-pyrano[2,3-d:6,5-d′]dipyrimidine, 10 ml of acetic acid, and 10 ml of acetic anhydride there are added 8-12 drops of concentrated sulfuric acid. The mixture is stirred while being boiled for 8-10 hours, and then poured into 150 ml of cold water and left over night. Separation and purification of the resulting substances is as described above. Yield 25-30% The reactants are CS(=O)C (DMSO), BrC1=CC2=C(C(=NC=3C(=CNC(C23)=O)I)NC(C(C)(C)C)C)C=C1 (9-bromo-4-iodo-6-[(1,2,2-trimethylpropyl)amino]benzo[c]-1,6-naphthyridin-1(2H)-one), C(C)(=O)NN (acetic hydrazide), Mo(CO)6, C(C)(C)(C)P.[H+].[B-](F)(F)(F)F (t-butylphosphine HBF4), CCN(C(C)C)C(C)C (Hunig's base). The reagents and catalysts are CC1=CC=CC=C1P(C2=CC=CC=C2C)C3=CC=CC=C3[CH2-].CC1=CC=CC=C1P(C2=CC=CC=C2C)C3=CC=CC=C3[CH2-].CC(=O)O.CC(=O)O.[Pd].[Pd] (trans-di-mu-acetatobis[2-(di-o-tolylphosphino)benzyl]dipalladium(II)). Run at temperature 100 celsius. The product is BrC1=CC2=C(C(=NC=3C(=CNC(C23)=O)C(=O)N)NC(C(C)(C)C)C)C=C1 (9-bromo-1-oxo-6-[(1,2,2-trimethylpropyl)amino]-1,2-dihydrobenzo[c]-1,6-naphthyridine-4-carboxamide), C(C)(=O)NNC(=O)C1=CNC(C=2C3=C(C(=NC12)NC(C(C)(C)C)C)C=CC(=C3)Br)=O (N′-acetyl-9-bromo-1-oxo-6-[(1,2,2-trimethylpropyl)amino]-1,2-dihydrobenzo[c]-1,6-naphthyridine-4-carbohydrazide). As a reaction SMILES: [Br:1][C:2]1[CH:24]=[CH:23][C:5]2[C:6]([NH:16][CH:17]([CH3:22])[C:18]([CH3:21])([CH3:20])[CH3:19])=[N:7][C:8]3[C:9](I)=[CH:10][NH:11][C:12](=[O:14])[C:13]=3[C:4]=2[CH:3]=1.[C:25]([NH:28][NH2:29])(=[O:27])[CH3:26].[C:30](P)([CH3:33])([CH3:32])[CH3:31].[H+].[B-](F)(F)(F)F.CCN(C(C)C)C(C)C.CS(C)=[O:52]>CC1C(P(C2C([CH2-])=CC=CC=2)C2C(C)=CC=CC=2)=CC=CC=1.CC1C(P(C2C([CH2-])=CC=CC=2)C2C(C)=CC=CC=2)=CC=CC=1.CC(O)=O.CC(O)=O.[Pd].[Pd]>[Br:1][C:2]1[CH:24]=[CH:23][C:5]2[C:6]([NH:16][CH:17]([CH3:22])[C:18]([CH3:21])([CH3:20])[CH3:19])=[N:7][C:8]3[C:9]([C:25]([NH2:28])=[O:27])=[CH:10][NH:11][C:12](=[O:14])[C:13]=3[C:4]=2[CH:3]=1.[C:25]([NH:28][NH:29][C:31]([C:30]1[C:33]2[N:7]=[C:6]([NH:16][CH:17]([CH3:22])[C:18]([CH3:21])([CH3:20])[CH3:19])[C:5]3[CH:23]=[CH:24][C:2]([Br:1])=[CH:3][C:4]=3[C:13]=2[C:12](=[O:14])[NH:11][CH:32]=1)=[O:52])(=[O:27])[CH3:26] |f:2.3.4,7.8.9.10.11.12|. Reported procedure: 9-bromo-4-iodo-6-[(1,2,2-trimethylpropyl)amino]benzo[c]-1,6-naphthyridin-1(2H)-one (100 mg, 0.20 mmol), acetic hydrazide (16.3 mg, 0.220 mmol), Mo(CO)6 (52.8 mg, 0.200 mmol), t-butylphosphine HBF4 salt (5.80 mg, 0.020 mmol), and trans-di-mu-acetatobis[2-(di-o-tolylphosphino)benzyl]dipalladium(II) (9.38 mg, 10.00 mmol) were added to a microwave vial and flushed with nitrogen. Dioxane (2000 μl) was added followed by Hunig's base (34.9 μl 0.200 mmol) and degassed for 10 min with subsurface N2 bubbl... The reactants are NCCCCCO (5-aminopentan-1-ol), C(#N)NC(SC)=NC (N-cyano-N',S-dimethylisothiourea). Solvent: N1=CC=CC=C1 (pyridine). Product: C(#N)NC(=NC)NCCCCCO (N-cyano-N'-(5-hydroxypentyl)-N"-methylguanidine). As a reaction SMILES: [NH2:1][CH2:2][CH2:3][CH2:4][CH2:5][CH2:6][OH:7].[C:8]([NH:10][C:11](=[N:14][CH3:15])SC)#[N:9]>N1C=CC=CC=1>[C:8]([NH:10][C:11]([NH:1][CH2:2][CH2:3][CH2:4][CH2:5][CH2:6][OH:7])=[N:14][CH3:15])#[N:9]. Reported procedure: A mixture of 5-aminopentan-1-ol (20 g.) and N-cyano-N',S-dimethylisothiourea (L25 g.) in pyridine (130 ml) was heated on a steam-bath for 14 hours, evaporated to dryness, and the residue recrystallised from chloroform/methanol to give N-cyano-N'-(5-hydroxypentyl)-N"-methylguanidine (15.7 g). A recrystallised sample had m.p. 116°-119°. Starting materials: [Na+], [OH-], O=C(O)CN(CC(=O)O)CC(=O)O, Oc1ccc2ccccc2c1. Yields the product O=C(O)c1cc2ccccc2cc1O. RXN SMILES: [Na+:13].[OH-:12].[OH:14][C:15](=[O:16])[CH2:17][N:18]([CH2:19][C:20](=[O:21])[OH:22])[CH2:23][C:24](=[O:25])[OH:26].[cH:1]1[c:2]([OH:11])[cH:3][cH:4][c:5]2[cH:6][cH:7][cH:8][cH:9][c:10]12>>[cH:1]1[c:2]([OH:11])[c:3]([C:15](=[O:14])[OH:16])[cH:4][c:5]2[cH:6][cH:7][cH:8][cH:9][c:10]12.